This data is from the Open Reaction Database (ORD), a public repository of structured organic reaction records. The task is: describe an organic reaction: reactants, conditions, products, and yield The reactants are CN=C=S, COC(=O)C(N)CCCNC(C)=O. Yields the product CC(=O)NCCCC1NC(=S)N(C)C1=O. As a reaction SMILES: [CH3:14][N:15]=[C:16]=[S:17].[CH3:1][O:2][C:3]([CH:4]([NH2:5])[CH2:6][CH2:7][CH2:8][NH:9][C:10]([CH3:11])=[O:12])=[O:13]>>[C:3]1(=[O:13])[CH:4]([CH2:6][CH2:7][CH2:8][NH:9][C:10]([CH3:11])=[O:12])[NH:5][C:16](=[S:17])[N:15]1[CH3:14]. Reaction SMILES: [CH3:33][C:34](=[O:35])[O:36][C:37](=[O:38])[CH3:39].[Cl:46][CH2:47][Cl:48].[NH2:1][CH2:2][C:3](=[O:4])[N:5]([CH3:6])[c:7]1[c:8]([Cl:32])[c:9]([CH2:10][O:11][c:12]2[cH:13][cH:14][cH:15][c:16]3[c:17](-[n:23]4[cH:24][n:25][cH:26][cH:27]4)[cH:18][c:19]([CH3:22])[n:20][c:21]23)[c:28]([Cl:31])[cH:29][cH:30]1.[cH:40]1[cH:41][cH:42][n:43][cH:44][cH:45]1>>[NH:1]([CH2:2][C:3](=[O:4])[N:5]([CH3:6])[c:7]1[c:8]([Cl:32])[c:9]([CH2:10][O:11][c:12]2[cH:13][cH:14][cH:15][c:16]3[c:17](-[n:23]4[cH:24][n:25][cH:26][cH:27]4)[cH:18][c:19]([CH3:22])[n:20][c:21]23)[c:28]([Cl:31])[cH:29][cH:30]1)[C:34]([CH3:33])=[O:35]. The reactants are CC(=O)OC(C)=O, ClCCl, Cc1cc(-n2ccnc2)c2cccc(OCc3c(Cl)ccc(N(C)C(=O)CN)c3Cl)c2n1, c1ccncc1. The product is CC(=O)NCC(=O)N(C)c1ccc(Cl)c(COc2cccc3c(-n4ccnc4)cc(C)nc23)c1Cl. The reactants are CCN(CC)c1ccc(Br)cc1C(C)(C)C, C1CCOC1, [Li]CCCC, [Cl-], [NH4+], CN(C)C=O. Product: CCN(CC)c1ccc(C=O)cc1C(C)(C)C. Reaction SMILES: [Br:1][c:2]1[cH:3][c:4]([C:13]([CH3:14])([CH3:15])[CH3:16])[c:5]([N:8]([CH2:9][CH3:10])[CH2:11][CH3:12])[cH:6][cH:7]1.[CH2:29]1[O:30][CH2:31][CH2:32][CH2:33]1.[CH3:17][CH2:18][CH2:19][CH2:20][Li:21].[Cl-:27].[NH4+:28].[O:22]=[CH:23][N:24]([CH3:25])[CH3:26]>>[c:2]1([CH:23]=[O:22])[cH:3][c:4]([C:13]([CH3:14])([CH3:15])[CH3:16])[c:5]([N:8]([CH2:9][CH3:10])[CH2:11][CH3:12])[cH:6][cH:7]1.